Dataset: the Open Reaction Database (ORD), a public repository of structured organic reaction records. Task: describe an organic reaction: reactants, conditions, products, and yield The reactants are [C@@H]1([C@H](O)[C@@H](O)[C@H](O)[C@H](O1)CO)OC1=NNC(=C1CC1=C(C=CC=C1)O)C(C)C (3-(β-D-glucopyranosyloxy)-4-(2-hydroxybenzyl)-5-isopropyl-1H-pyrazole), BrC=1C=C(CBr)C=CC1 (3-bromobenzyl bromide). Yields the product BrC=1C=C(COC2=C(CC=3C(=NNC3C(C)C)O[C@H]3[C@H](O)[C@@H](O)[C@H](O)[C@H](O3)CO)C=CC=C2)C=CC1 (4-[2-(3-Bromobenzyloxy)benzyl]-3-(β-D-glucopyranosyloxy)-5-isopropyl-1H-pyrazole). As a reaction SMILES: [C@@H:1]1([O:12][C:13]2[C:17]([CH2:18][C:19]3[CH:24]=[CH:23][CH:22]=[CH:21][C:20]=3[OH:25])=[C:16]([CH:26]([CH3:28])[CH3:27])[NH:15][N:14]=2)[O:9][C@H:8]([CH2:10][OH:11])[C@@H:6]([OH:7])[C@H:4]([OH:5])[C@H:2]1[OH:3].[Br:29][C:30]1[CH:31]=[C:32]([CH:35]=[CH:36][CH:37]=1)[CH2:33]Br>>[Br:29][C:30]1[CH:31]=[C:32]([CH:35]=[CH:36][CH:37]=1)[CH2:33][O:25][C:20]1[CH:21]=[CH:22][CH:23]=[CH:24][C:19]=1[CH2:18][C:17]1[C:13]([O:12][C@@H:1]2[O:9][C@H:8]([CH2:10][OH:11])[C@@H:6]([OH:7])[C@H:4]([OH:5])[C@H:2]2[OH:3])=[N:14][NH:15][C:16]=1[CH:26]([CH3:28])[CH3:27]. Procedure: The title compound was prepared in a similar manner to that described in Example 11 using 3-(β-D-glucopyranosyloxy)-4-(2-hydroxybenzyl)-5-isopropyl-1H-pyrazole instead of 3-(β-D-glucopyranosyloxy)-4-(2-hydroxybenzyl)-1-(2-hydroxyethyl)-5-trifluoromethyl-1H-pyrazole and using 3-bromobenzyl bromide instead of benzyl bromide. Yields the product Nc1nc2ccccc2c2c1ncn2Cc1cc(-c2ccc(F)cc2)no1. Starting materials: CO, Fc1ccc(-c2cc(Cn3cnc4c(Cl)nc5ccccc5c43)on2)cc1, N. As a reaction SMILES: [CH3:29][OH:30].[Cl:1][c:2]1[n:3][c:4]2[cH:5][cH:6][cH:7][cH:8][c:9]2[c:10]2[c:11]1[n:12][cH:13][n:14]2[CH2:15][c:16]1[cH:17][c:18](-[c:21]2[cH:22][cH:23][c:24]([F:27])[cH:25][cH:26]2)[n:19][o:20]1.[NH3:28]>>[c:2]1([NH2:28])[n:3][c:4]2[cH:5][cH:6][cH:7][cH:8][c:9]2[c:10]2[c:11]1[n:12][cH:13][n:14]2[CH2:15][c:16]1[cH:17][c:18](-[c:21]2[cH:22][cH:23][c:24]([F:27])[cH:25][cH:26]2)[n:19][o:20]1. The reactants are [N+](=O)([O-])C1=CC=C(OCC(CN2CCN(CCN(CCN(CC2)CC(=O)O)CC(=O)O)CC(=O)O)O)C=C1 (10-[3-(4-nitrophenoxy)-2-hydroxypropyl]-1,4,7-tris(carboxymethyl)-1,4,7,10-tetraazacyclododecane). The reagents and catalysts are [Pd] (palladium). Run in CO (methanol). Reaction conditions: time 8 hour. Yields the product NC1=CC=C(OCC(CN2CCN(CCN(CCN(CC2)CC(=O)O)CC(=O)O)CC(=O)O)O)C=C1 (10-[3-(4-Aminophenoxy)-2-hydroxypropyl]-1,4,7-tris(carboxymethyl)-1,4,7,10-tetraazacyclododecane). Reaction SMILES: [N+:1]([C:4]1[CH:38]=[CH:37][C:7]([O:8][CH2:9][CH:10]([OH:36])[CH2:11][N:12]2[CH2:23][CH2:22][N:21]([CH2:24][C:25]([OH:27])=[O:26])[CH2:20][CH2:19][N:18]([CH2:28][C:29]([OH:31])=[O:30])[CH2:17][CH2:16][N:15]([CH2:32][C:33]([OH:35])=[O:34])[CH2:14][CH2:13]2)=[CH:6][CH:5]=1)([O-])=O>CO.[Pd]>[NH2:1][C:4]1[CH:5]=[CH:6][C:7]([O:8][CH2:9][CH:10]([OH:36])[CH2:11][N:12]2[CH2:13][CH2:14][N:15]([CH2:32][C:33]([OH:35])=[O:34])[CH2:16][CH2:17][N:18]([CH2:28][C:29]([OH:31])=[O:30])[CH2:19][CH2:20][N:21]([CH2:24][C:25]([OH:27])=[O:26])[CH2:22][CH2:23]2)=[CH:37][CH:38]=1. Reported procedure: 15 g (27.7 mmol) of 10-[3-(4-nitrophenoxy)-2-hydroxypropyl]-1,4,7-tris(carboxymethyl)-1,4,7,10-tetraazacyclododecane (EP 0485045 (Schering AG), Example 12a), is dissolved in 250 ml of methanol and 5 g of palladium catalyst (10% Pd on activated carbon) is added. It is hydrogenated overnight at room temperature. The catalyst is filtered off and the filtrate is evaporated to dryness in a vacuum. The reactants are BrCCOC1=C(C=C2C(=NC=NC2=C1)OC=1C(=C2C=C(NC2=CC1)C)F)OC (7-(2-bromoethoxy)-4-[(4-fluoro-2-methyl-1H-indol-5-yl)oxy]-6-methoxyquinazoline), CNCC#C (N-methylpropargylamine). Solvent: CN(C)C=O (DMF). Conditions: time 8 hour. Product: FC1=C2C=C(NC2=CC=C1OC1=NC=NC2=CC(=C(C=C12)OC)OCCN(CC#C)C)C (4-[(4-fluoro-2-methyl-1H-indol-5-yl)oxy]-6-methoxy-7-{2-[N-methyl-N-(2-propynyl)amino]ethoxy}quinazoline). RXN SMILES: Br[CH2:2][CH2:3][O:4][C:5]1[CH:14]=[C:13]2[C:8]([C:9]([O:15][C:16]3[C:17]([F:26])=[C:18]4[C:22](=[CH:23][CH:24]=3)[NH:21][C:20]([CH3:25])=[CH:19]4)=[N:10][CH:11]=[N:12]2)=[CH:7][C:6]=1[O:27][CH3:28].[CH3:29][NH:30][CH2:31][C:32]#[CH:33]>CN(C=O)C>[F:26][C:17]1[C:16]([O:15][C:9]2[C:8]3[C:13](=[CH:14][C:5]([O:4][CH2:3][CH2:2][N:30]([CH3:29])[CH2:31][C:32]#[CH:33])=[C:6]([O:27][CH3:28])[CH:7]=3)[N:12]=[CH:11][N:10]=2)=[CH:24][CH:23]=[C:22]2[C:18]=1[CH:19]=[C:20]([CH3:25])[NH:21]2. Procedure details: A stirred solution of 7-(2-bromoethoxy)-4-[(4-fluoro-2-methyl-1H-indol-5-yl)oxy]-6-methoxyquinazoline (250 mg, 0.56 mmol), (prepared as described for the starting material in Example 17), in DMF (2.5 ml) was treated with N-methylpropargylamine (116 mg, 1.68 mmol) and stirred at ambient temperature overnight. The solvent was evaporated under vacuum and the residue purified by column chromatography eluting with methylene chloride/methanol (saturated with ammonia) (92/8). The relevant fractions wer...